Dataset: the Open Reaction Database (ORD), a public repository of structured organic reaction records. Task: describe an organic reaction: reactants, conditions, products, and yield Starting materials: BrC1=C(N)C=CC(=C1)C(C)C (2-bromo-4-isopropylaniline), C1(=CC=CC=C1)B(O)O (benzene boronic acid). Product: C1(=CC=CC=C1)C1=C(N)C=CC(=C1)C(C)C (2-phenyl-4-isopropylaniline). As a reaction SMILES: Br[C:2]1[CH:8]=[C:7]([CH:9]([CH3:11])[CH3:10])[CH:6]=[CH:5][C:3]=1[NH2:4].[C:12]1(B(O)O)[CH:17]=[CH:16][CH:15]=[CH:14][CH:13]=1>>[C:12]1([C:2]2[CH:8]=[C:7]([CH:9]([CH3:11])[CH3:10])[CH:6]=[CH:5][C:3]=2[NH2:4])[CH:17]=[CH:16][CH:15]=[CH:14][CH:13]=1. Reported procedure: 2-bromo-4-isopropylaniline and benzene boronic acid were combined to form 2-phenyl-4-isopropylaniline, Starting materials: BrC=1C=CC(=C(C1)C(C)=O)F (1-(5-bromo-2-fluorophenyl)ethanone), C(C)(C)N(C(C)C)CC (N,N-diisopropylethylamine), C(C1=CC=CC=C1)S (benzyl mercaptan). The reagents and catalysts are C=1C=CC(=CC1)/C=C/C(=O)/C=C/C2=CC=CC=C2.C=1C=CC(=CC1)/C=C/C(=O)/C=C/C2=CC=CC=C2.C=1C=CC(=CC1)/C=C/C(=O)/C=C/C2=CC=CC=C2.[Pd].[Pd] (Pd2(dba)3), CC1(C2=C(C(=CC=C2)P(C3=CC=CC=C3)C4=CC=CC=C4)OC5=C(C=CC=C51)P(C6=CC=CC=C6)C7=CC=CC=C7)C (Xantphos). Run in O1CCOCC1 (1,4-dioxane). Run at temperature 80 celsius, time 10 minute. Yields the product C(C1=CC=CC=C1)SC=1C=CC(=C(C1)C(C)=O)F (1-(5-(benzylthio)-2-fluorophenyl)ethanone). Isolated yield 100.2%. RXN SMILES: Br[C:2]1[CH:3]=[CH:4][C:5]([F:11])=[C:6]([C:8](=[O:10])[CH3:9])[CH:7]=1.C(N(CC)C(C)C)(C)C.[CH2:21]([SH:28])[C:22]1[CH:27]=[CH:26][CH:25]=[CH:24][CH:23]=1>O1CCOCC1.C1C=CC(/C=C/C(/C=C/C2C=CC=CC=2)=O)=CC=1.C1C=CC(/C=C/C(/C=C/C2C=CC=CC=2)=O)=CC=1.C1C=CC(/C=C/C(/C=C/C2C=CC=CC=2)=O)=CC=1.[Pd].[Pd].CC1(C)C2C(=C(P(C3C=CC=CC=3)C3C=CC=CC=3)C=CC=2)OC2C(P(C3C=CC=CC=3)C3C=CC=CC=3)=CC=CC1=2>[CH2:21]([S:28][C:2]1[CH:3]=[CH:4][C:5]([F:11])=[C:6]([C:8](=[O:10])[CH3:9])[CH:7]=1)[C:22]1[CH:27]=[CH:26][CH:25]=[CH:24][CH:23]=1 |f:4.5.6.7.8|. Procedure details: To a solution of 1-(5-bromo-2-fluorophenyl)ethanone (Matrix Scientific, 3 g, 13.8 mmol), Xantphos (0.800 g, 1.38 mmol), and N,N-diisopropylethylamine (4.83 mL, 27.6 mmol) in 1,4-dioxane (15 mL) was added Pd2(dba)3 (0.633 g, 0.691 mmol). The vial was sparged with argon, sealed, and stirred at 80° C. for 10 minutes. After 10 minutes, the reaction was cooled to ambient temperature, and benzyl mercaptan (1.70 mL, 14.5 mmol) was added. The reaction was flushed with argon, sealed, and stirred at 80° C... As a reaction SMILES: [Br:1][c:2]1[cH:3][cH:4][c:5]([C:6](=[O:7])[OH:8])[cH:9][cH:10]1.[C:15]([Cl:16])([Cl:17])([Cl:18])[Cl:19].[S:11]([Cl:12])([Cl:13])=[O:14]>>[Br:1][c:2]1[cH:3][cH:4][c:5]([C:6](=[O:7])[Cl:13])[cH:9][cH:10]1. The product is O=C(Cl)c1ccc(Br)cc1. Reactants: O=C(O)c1ccc(Br)cc1, ClC(Cl)(Cl)Cl, O=S(Cl)Cl. Reactants: 1-L, CC=1C=CC=C2C=CC=C(C12)CO (8-methyl-1-napthalenemethanol), Mn(IV)O2. The solvent is C(Cl)Cl (CH2Cl2), C(Cl)Cl (CH2Cl2). Run at time 6 hour. Yields the product CC=1C=CC=C2C=CC=C(C12)C=O (8-methyl-naphthalene-1-carbaldehyde). RXN SMILES: [CH3:1][C:2]1[CH:3]=[CH:4][CH:5]=[C:6]2[C:11]=1[C:10]([CH2:12][OH:13])=[CH:9][CH:8]=[CH:7]2>C(Cl)Cl>[CH3:1][C:2]1[CH:3]=[CH:4][CH:5]=[C:6]2[C:11]=1[C:10]([CH:12]=[O:13])=[CH:9][CH:8]=[CH:7]2. Procedure details: A 1-L 4-neck equipped with an overhead stirrer, a condenser and a thermocouple was charged with 8-methyl-1-napthalenemethanol (18.5 g, 0.107 mol) in CH2Cl2 (500 mL) and stirred at room temperature under N2. Solid Mn(IV)O2 (61 g, 0.7 mol) was carefully added and the reaction was stirred at room temperature for 3 h, then at 40° C. for 6 h and then at room temperature overnight. The reaction mixture was diluted with CH2Cl2 (500 mL), filtered and the filtrate was washed with 1N HCl and then dried ov... Reactants: ClC1=CC=C2NC=3CC(CC(C3C(C2=C1)=O)=O)C1=C(C=C(C=C1)Cl)Cl (7-chloro-3-(2,4-dichlorophenyl)-3,4-dihydro-1,9(2H,10H)-acridinedione), CN(CCCN)C (N,N-dimethyl-1,3-propanediamine). Solvent: C(C)O (ethanol). Run at temperature 0 celsius. The product is ClC1=CC=C2NC=3CC(CC(C3C(C2=C1)=O)=NCCCN(C)C)C1=C(C=C(C=C1)Cl)Cl (7-chloro-3-(2,4-dichlorophenyl)-1-[[3-(dimethylamino)propyl]imino]-1,3,4,10-tetrahydro-9(2H)acridinone). RXN SMILES: [Cl:1][C:2]1[CH:15]=[C:14]2[C:5]([NH:6][C:7]3[CH2:8][CH:9]([C:18]4[CH:23]=[CH:22][C:21]([Cl:24])=[CH:20][C:19]=4[Cl:25])[CH2:10][C:11](=O)[C:12]=3[C:13]2=[O:16])=[CH:4][CH:3]=1.[CH3:26][N:27]([CH3:32])[CH2:28][CH2:29][CH2:30][NH2:31]>C(O)C>[Cl:1][C:2]1[CH:15]=[C:14]2[C:5]([NH:6][C:7]3[CH2:8][CH:9]([C:18]4[CH:23]=[CH:22][C:21]([Cl:24])=[CH:20][C:19]=4[Cl:25])[CH2:10][C:11](=[N:31][CH2:30][CH2:29][CH2:28][N:27]([CH3:32])[CH3:26])[C:12]=3[C:13]2=[O:16])=[CH:4][CH:3]=1. Reported procedure: A mixture of 3.10 g of 7-chloro-3-(2,4-dichlorophenyl)-3,4-dihydro-1,9(2H,10H)-acridinedione and 1.6 g of N,N-dimethyl-1,3-propanediamine in 125 ml of ethanol is heated under reflux for 1.5 hrs. Approximately 65 ml of solvent is removed by distillation and the resulting turbid solution is filtered. The filtrate is diluted with 50 ml of ether and chilled to 0° C. The solid is collected and recrystallized from a mixture of dichloromethane/ethyl acetate. Dry in vacuo at 80° C. for 4 hrs gives 7-chl...